Dataset: the Open Reaction Database (ORD), a public repository of structured organic reaction records. Task: describe an organic reaction: reactants, conditions, products, and yield The product is O1CC1CCCCCC(CC)C1=CC=C(C=C1)C1=NC=C(C=N1)CCCCCCCCCC (1,2-epoxy-8-{4-(5-decylpyrimidine-2-yl) phenyl}decane). Reaction SMILES: [O:1]1[CH:3]([CH2:4][CH2:5][CH2:6][CH2:7][CH2:8][CH2:9][CH:10]=[CH2:11])[CH2:2]1.C12BC(CCC1)CCC2.[CH2:21]([C:31]1[CH:32]=[N:33][C:34]([C:37]2[CH:42]=[CH:41][C:40](Br)=[CH:39][CH:38]=2)=[N:35][CH:36]=1)[CH2:22][CH2:23][CH2:24][CH2:25][CH2:26][CH2:27][CH2:28][CH2:29][CH3:30].C(=O)([O-])[O-].[K+].[K+]>[Pd].C1(P(C2C=CC=CC=2)C2C=CC=CC=2)C=CC=CC=1.C1(P(C2C=CC=CC=2)C2C=CC=CC=2)C=CC=CC=1.C1(P(C2C=CC=CC=2)C2C=CC=CC=2)C=CC=CC=1.C1(P(C2C=CC=CC=2)C2C=CC=CC=2)C=CC=CC=1.O.CN(C=O)C.C1COCC1>[O:1]1[CH:3]([CH2:4][CH2:5][CH2:6][CH2:7][CH2:8][CH:9]([C:40]2[CH:39]=[CH:38][C:37]([C:34]3[N:33]=[CH:32][C:31]([CH2:21][CH2:22][CH2:23][CH2:24][CH2:25][CH2:26][CH2:27][CH2:28][CH2:29][CH3:30])=[CH:36][N:35]=3)=[CH:42][CH:41]=2)[CH2:10][CH3:11])[CH2:2]1 |f:3.4.5,6.7.8.9.10|. Procedure: 1.36 g (8.8 mmol) of optically active 1,2-epoxy-9-decene and 6 ml of THF were injected, and they were cooled to -17° C. Then, 9-borabicyclo [3.3.1]nonane (0.5M THF solution) was dripped, and stirring at 0° C. was performed for one hour. Then, stirring at room temperature was performed for one hour, and then 0.26 g (0.073 mmol) of tetrakis (triphenylphosphine) palladium, 3.00 g (8.00 mmol) of 5-decyl-2-(4-bromophenyl) pyrimidine, 10 ml of DMF, and 2.21 g (16.0 mmol) of potassium carbonate were ad... Isolated yield 58.0%. Conditions: temperature -17 celsius, time 1 hour. Starting materials: O1CC1CCCCCCC=C (1,2-epoxy-9-decene), C12CCCC(CCC1)B2 (9-borabicyclo [3.3.1]nonane), C(CCCCCCCCC)C=1C=NC(=NC1)C1=CC=C(C=C1)Br (5-decyl-2-(4-bromophenyl) pyrimidine), C([O-])([O-])=O.[K+].[K+] (potassium carbonate). Reagents/catalysts: [Pd].C1(=CC=CC=C1)P(C1=CC=CC=C1)C1=CC=CC=C1.C1(=CC=CC=C1)P(C1=CC=CC=C1)C1=CC=CC=C1.C1(=CC=CC=C1)P(C1=CC=CC=C1)C1=CC=CC=C1.C1(=CC=CC=C1)P(C1=CC=CC=C1)C1=CC=CC=C1 (tetrakis (triphenylphosphine) palladium). Solvent: C1CCOC1 (THF), CN(C)C=O (DMF), O (water). Starting materials: NC(=O)CN1C(=O)C(Br)(Br)c2c(F)cccc21, CC(=O)O, [Zn]. Yields the product NC(=O)CN1C(=O)Cc2c(F)cccc21. As a reaction SMILES: [Br:1][C:2]1([Br:17])[C:3](=[O:16])[N:4]([CH2:12][C:13](=[O:14])[NH2:15])[c:5]2[cH:6][cH:7][cH:8][c:9]([F:11])[c:10]21.[C:18]([OH:19])(=[O:20])[CH3:21].[Zn:22]>>[CH2:2]1[C:3](=[O:16])[N:4]([CH2:12][C:13](=[O:14])[NH2:15])[c:5]2[cH:6][cH:7][cH:8][c:9]([F:11])[c:10]21. Starting materials: [OH-].[Na+] (NaOH), COC(CN(C)C(=S)C1=CC=CC2=C(C=CC=C12)Br)=O (N-[(5-bromo-1-napthalenyl)thioxomethyl]-N-methylglycine methyl ester), Cl (HCl). Run in CO (methanol). Reaction conditions: time 2 hour. Yields the product BrC1=C2C=CC=C(C2=CC=C1)C(N(CC(=O)O)C)=S (N-[(5-Bromo-1-naphthalenyl)thioxomethyl]-N-methylglycine). Isolated yield 75.7%. Reaction SMILES: [OH-].[Na+].C[O:4][C:5](=[O:22])[CH2:6][N:7]([C:9]([C:11]1[C:20]2[C:15](=[C:16]([Br:21])[CH:17]=[CH:18][CH:19]=2)[CH:14]=[CH:13][CH:12]=1)=[S:10])[CH3:8].Cl>CO>[Br:21][C:16]1[CH:17]=[CH:18][CH:19]=[C:20]2[C:15]=1[CH:14]=[CH:13][CH:12]=[C:11]2[C:9](=[S:10])[N:7]([CH3:8])[CH2:6][C:5]([OH:22])=[O:4] |f:0.1|. Procedure details: A 1N aqueous NaOH solution (25 ml) was added to a suspension of N-[(5-bromo-1-napthalenyl)thioxomethyl]-N-methylglycine methyl ester (7.3 g, 20.7 mmoles; described in Example 3) in methanol (75 ml). The mixture was stirred at 20° to 22° C. for 21/2 hr, neutralized to pH 7 with aqueous HCl and concentrated under reduced pressure to remove methanol. The residual solution was rendered acidic (pH=2) with the addition of aqueous HCl solution and extracted with ethyl acetate. The extract was dried (Mg... Reactants: CCOC(C)=O, COC(C)(C)CCO, ClCCl, O=S(=O)(Cl)CC(F)(F)F. The product is COC(C)(C)CCOS(=O)(=O)CC(F)(F)F. Reaction SMILES: [CH3:18][CH2:19][O:20][C:21](=[O:22])[CH3:23].[CH3:1][O:2][C:3]([CH2:4][CH2:5][OH:6])([CH3:7])[CH3:8].[Cl:24][CH2:25][Cl:26].[F:9][C:10]([CH2:11][S:12](=[O:13])(=[O:14])[Cl:15])([F:16])[F:17]>>[CH3:1][O:2][C:3]([CH2:4][CH2:5][O:6][S:12]([CH2:11][C:10]([F:9])([F:16])[F:17])(=[O:13])=[O:14])([CH3:7])[CH3:8].